From a dataset of the Open Reaction Database (ORD), a public repository of structured organic reaction records. describe an organic reaction: reactants, conditions, products, and yield Starting materials: BrC1=CC=C(C=C1)C#CC(=O)O ((4-bromophenyl) propiolic acid), S(=O)(Cl)Cl (thionyl chloride), NC1=CC=CC=C1 (aniline). Run in C1=CC=CC=C1 (benzene). Reaction conditions: temperature 75 celsius. The product is BrC1=CC=C(C=C1)C#CC(=O)NC1=CC=CC=C1 (3-(4-bromophenyl)-N-phenylpropiolamide). Yield: 34.7%. As a reaction SMILES: [Br:1][C:2]1[CH:7]=[CH:6][C:5]([C:8]#[C:9][C:10]([OH:12])=O)=[CH:4][CH:3]=1.S(Cl)(Cl)=O.[NH2:17][C:18]1[CH:23]=[CH:22][CH:21]=[CH:20][CH:19]=1>C1C=CC=CC=1>[Br:1][C:2]1[CH:3]=[CH:4][C:5]([C:8]#[C:9][C:10]([NH:17][C:18]2[CH:23]=[CH:22][CH:21]=[CH:20][CH:19]=2)=[O:12])=[CH:6][CH:7]=1. Procedure details: A mixture of 8.50 g (37.77 mmol) (4-bromophenyl) propiolic acid (S. Chimichi, et. al., J. Heterocyclic Chem. 20, 105 (1983)), 5.39 g (45.32 mmol, 1.2 equivs.) thionyl chloride and 50 mL benzene was stirred and heated at 75° C. for 3 hrs. The reaction was allowed to cool to room temperature and solvent was evaporated. The reaction vessel was charged with 50 mL of fresh benzene and the mixture cooled in an ice bath under an atmosphere of nitrogen. Added next, dropwise in 50 mL benzene, was 7.04 g ...